describe an organic reaction: reactants, conditions, products, and yield From a dataset of the Open Reaction Database (ORD), a public repository of structured organic reaction records. Procedure: 3.35 g (10.00 mmol) of 2-fluoro-6-(4-octyloxyphenyl)pyridine-3-boronic acid in 45 ml of ethanol are refluxed together with 2.85 g (10.00 mmol) of 1-bromo-4-octyloxybenzene and 0.37 g (0.31 mmol) of tetrakis(triphenylphosphine)palladium in 60 ml of benzene and 3.18 g (30.00 mmol) of sodium carbonate in 12 ml of water for 20 hours. After distributing the reaction mixture between water and dichloromethane, the organic phase is washed with sodium chloride solution, dried over sodium sulfate, filtere... Run in O (water), C(C)O (ethanol), C1=CC=CC=C1 (benzene), O (water). Reagents/catalysts: C=1C=CC(=CC1)[P](C=2C=CC=CC2)(C=3C=CC=CC3)[Pd]([P](C=4C=CC=CC4)(C=5C=CC=CC5)C=6C=CC=CC6)([P](C=7C=CC=CC7)(C=8C=CC=CC8)C=9C=CC=CC9)[P](C=1C=CC=CC1)(C=1C=CC=CC1)C=1C=CC=CC1 (tetrakis(triphenylphosphine)palladium). The product is FC1=NC(=CC=C1C1=CC=C(C=C1)OCCCCCCCC)C1=CC=C(C=C1)OCCCCCCCC (2-fluoro-3,6-di(4-octyloxyphenyl)pyridine). Reaction SMILES: [F:1][C:2]1[C:7](B(O)O)=[CH:6][CH:5]=[C:4]([C:11]2[CH:16]=[CH:15][C:14]([O:17][CH2:18][CH2:19][CH2:20][CH2:21][CH2:22][CH2:23][CH2:24][CH3:25])=[CH:13][CH:12]=2)[N:3]=1.Br[C:27]1[CH:32]=[CH:31][C:30]([O:33][CH2:34][CH2:35][CH2:36][CH2:37][CH2:38][CH2:39][CH2:40][CH3:41])=[CH:29][CH:28]=1.C(=O)([O-])[O-].[Na+].[Na+].ClCCl>C(O)C.C1C=CC=CC=1.O.C1C=CC([P]([Pd]([P](C2C=CC=CC=2)(C2C=CC=CC=2)C2C=CC=CC=2)([P](C2C=CC=CC=2)(C2C=CC=CC=2)C2C=CC=CC=2)[P](C2C=CC=CC=2)(C2C=CC=CC=2)C2C=CC=CC=2)(C2C=CC=CC=2)C2C=CC=CC=2)=CC=1>[F:1][C:2]1[C:7]([C:27]2[CH:32]=[CH:31][C:30]([O:33][CH2:34][CH2:35][CH2:36][CH2:37][CH2:38][CH2:39][CH2:40][CH3:41])=[CH:29][CH:28]=2)=[CH:6][CH:5]=[C:4]([C:11]2[CH:16]=[CH:15][C:14]([O:17][CH2:18][CH2:19][CH2:20][CH2:21][CH2:22][CH2:23][CH2:24][CH3:25])=[CH:13][CH:12]=2)[N:3]=1 |f:2.3.4,^1:64,66,85,104|. Reactants: ClCCl (dichloromethane), FC1=NC(=CC=C1B(O)O)C1=CC=C(C=C1)OCCCCCCCC (2-fluoro-6-(4-octyloxyphenyl)pyridine-3-boronic acid), BrC1=CC=C(C=C1)OCCCCCCCC (1-bromo-4-octyloxybenzene), C([O-])([O-])=O.[Na+].[Na+] (sodium carbonate). Isolated yield 49.4%. Reactants: BrC=1C=C2N(N=CC(=C2N[C@@H]2CN(C[C@@H]2CC)C2=NC=C(C=N2)C#N)C(=O)N)C1 (6-bromo-4-(((3S,4S)-1-(5-cyanopyrimidin-2-yl)-4-ethylpyrrolidin-3-yl)amino)pyrrolo[1,2-b]pyridazine-3-carboxamide), CN1C(C=CC(=C1)B1OC(C(O1)(C)C)(C)C)=O (1-methyl-5-(4,4,5,5-tetramethyl-1,3,2-dioxaborolan-2-yl)pyridin-2(1H)-one), aqueous solution, [O-]P(=O)([O-])[O-].[K+].[K+].[K+] (potassium phosphate tribasic). Reagents/catalysts: C1=CC=C(C=C1)P([C-]2C=CC=C2)C3=CC=CC=C3.C1=CC=C(C=C1)P([C-]2C=CC=C2)C3=CC=CC=C3.Cl[Pd]Cl.[Fe+2].C(Cl)Cl (PdCl2(dppf) CH2Cl2). Run in CN(C=O)C (N,N-dimethylformamide). Conditions: time 25 minute. Product: C(#N)C=1C=NC(=NC1)N1C[C@H]([C@H](C1)CC)NC=1C=2N(N=CC1C(=O)N)C=C(C2)C2=CN(C(C=C2)=O)C (4-(((3S,4S)-1-(5-cyanopyrimidin-2-yl)-4-ethylpyrrolidin-3-yl)amino)-6-(1-methyl-6-oxo-1,6-dihydropyridin-3-yl)pyrrolo[1,2-b]pyridazine-3-carboxamide). Isolated yield 44.2%. RXN SMILES: Br[C:2]1[CH:3]=[C:4]2[C:9]([NH:10][C@H:11]3[C@@H:15]([CH2:16][CH3:17])[CH2:14][N:13]([C:18]4[N:23]=[CH:22][C:21]([C:24]#[N:25])=[CH:20][N:19]=4)[CH2:12]3)=[C:8]([C:26]([NH2:28])=[O:27])[CH:7]=[N:6][N:5]2[CH:29]=1.[CH3:30][N:31]1[CH:36]=[C:35](B2OC(C)(C)C(C)(C)O2)[CH:34]=[CH:33][C:32]1=[O:46].[O-]P([O-])([O-])=O.[K+].[K+].[K+]>C1C=CC(P(C2C=CC=CC=2)[C-]2C=CC=C2)=CC=1.C1C=CC(P(C2C=CC=CC=2)[C-]2C=CC=C2)=CC=1.Cl[Pd]Cl.[Fe+2].C(Cl)Cl.CN(C)C=O>[C:24]([C:21]1[CH:22]=[N:23][C:18]([N:13]2[CH2:14][C@H:15]([CH2:16][CH3:17])[C@H:11]([NH:10][C:9]3[C:4]4[N:5]([CH:29]=[C:2]([C:35]5[CH:34]=[CH:33][C:32](=[O:46])[N:31]([CH3:30])[CH:36]=5)[CH:3]=4)[N:6]=[CH:7][C:8]=3[C:26]([NH2:28])=[O:27])[CH2:12]2)=[N:19][CH:20]=1)#[N:25] |f:2.3.4.5,6.7.8.9.10|. Reported procedure: A mixture of 6-bromo-4-(((3S,4S)-1-(5-cyanopyrimidin-2-yl)-4-ethylpyrrolidin-3-yl)amino)pyrrolo[1,2-b]pyridazine-3-carboxamide (20 mg, 0.044 mmol, from Step 1), 1-methyl-5-(4,4,5,5-tetramethyl-1,3,2-dioxaborolan-2-yl)pyridin-2(1H)-one (31.0 mg, 0.132 mmol, from Step 2), and PdCl2(dppf)-CH2Cl2 adduct (7.17 mg, 8.79 μmol) was pumped under vacuum and backfilled with nitrogen three times. A 2 M aqueous solution of potassium phosphate tribasic (0.066 mL, 0.132 mmol) and N,N-dimethylformamide (0.5 mL)... The reactants are C(C)(C)(C)N1N=C(C=C1C1=CC=C(C=C1)F)CCC=O (3-(1-tert-butyl-5-(4-fluorophenyl)-1H-pyrazol-3-yl)propanal), [BH-](OC(=O)C)(OC(=O)C)OC(=O)C.[Na+] (NaBH(OAc)3), C1(=CC=CC=C1)N1CCNCC1 (1-phenylpiperazine), CCN(C(C)C)C(C)C (DIPEA). Product: C(C)(C)(C)N1N=C(C=C1C1=CC=C(C=C1)F)CCCN1CCN(CC1)C1=CC=CC=C1 (1-(3-(1-tert-butyl-5-(4-fluorophenyl)-1H-pyrazol-3-yl)propyl)-4-phenylpiperazine). RXN SMILES: [C:1]([N:5]1[C:9]([C:10]2[CH:15]=[CH:14][C:13]([F:16])=[CH:12][CH:11]=2)=[CH:8][C:7]([CH2:17][CH2:18][CH:19]=O)=[N:6]1)([CH3:4])([CH3:3])[CH3:2].[C:21]1([N:27]2[CH2:32][CH2:31][NH:30][CH2:29][CH2:28]2)[CH:26]=[CH:25][CH:24]=[CH:23][CH:22]=1.CCN(C(C)C)C(C)C.[BH-](OC(C)=O)(OC(C)=O)OC(C)=O.[Na+]>>[C:1]([N:5]1[C:9]([C:10]2[CH:15]=[CH:14][C:13]([F:16])=[CH:12][CH:11]=2)=[CH:8][C:7]([CH2:17][CH2:18][CH2:19][N:30]2[CH2:31][CH2:32][N:27]([C:21]3[CH:26]=[CH:25][CH:24]=[CH:23][CH:22]=3)[CH2:28][CH2:29]2)=[N:6]1)([CH3:4])([CH3:3])[CH3:2] |f:3.4|. Procedure details: 134 mg (80%) of target compound was obtained by using a method same as in Example 1 by using 3-(1-tert-butyl-5-(4-fluorophenyl)-1H-pyrazol-3-yl)propanal (100 mg, 0.365 mmol), 1-phenylpiperazine (0.055 mL, 0.365 mmol), DIPEA (0.1 mL, 0.548 mmol) and NaBH(OAc)3 (232 mg, 1.095 mmol). The reactants are FC1=CC=C(CC=2C(OC3=CC(=CC=C3C2C)O)=O)C=C1 (3-(4-fluoro-benzyl)-7-hydroxy-4-methyl-2H-chromen-2-one), [I-].N1(CCCC2=CC=CC=C12)C(=O)N1C=[N+](C=C1)C (3-(3,4-dihydro-2H-quinoline-1-carbonyl)-1-methyl-3H-imidazol-1-ium iodide). Product: FC1=CC=C(CC=2C(OC3=CC(=CC=C3C2C)OC(=O)N2CCCC3=CC=CC=C23)=O)C=C1 (3,4-Dihydro-2H-quinoline-1-carboxylic acid 3-(4-fluoro-benzyl)-4-methyl-2-oxo-2H-chromen-7-yl ester). Reaction SMILES: [F:1][C:2]1[CH:21]=[CH:20][C:5]([CH2:6][C:7]2[C:8](=[O:19])[O:9][C:10]3[C:15]([C:16]=2[CH3:17])=[CH:14][CH:13]=[C:12]([OH:18])[CH:11]=3)=[CH:4][CH:3]=1.[I-].[N:23]1([C:33](N2C=C[N+](C)=C2)=[O:34])[C:32]2[C:27](=[CH:28][CH:29]=[CH:30][CH:31]=2)[CH2:26][CH2:25][CH2:24]1>>[F:1][C:2]1[CH:3]=[CH:4][C:5]([CH2:6][C:7]2[C:8](=[O:19])[O:9][C:10]3[C:15]([C:16]=2[CH3:17])=[CH:14][CH:13]=[C:12]([O:18][C:33]([N:23]2[C:32]4[C:27](=[CH:28][CH:29]=[CH:30][CH:31]=4)[CH2:26][CH2:25][CH2:24]2)=[O:34])[CH:11]=3)=[CH:20][CH:21]=1 |f:1.2|. Procedure: The title compound was prepared from 3-(4-fluoro-benzyl)-7-hydroxy-4-methyl-2H-chromen-2-one and 3-(3,4-dihydro-2H-quinoline-1-carbonyl)-1-methyl-3H-imidazol-1-ium iodide. HPLC-MS m/z=444 (M+1), Rt: 5.36 min. Reactants: C(C)NC(NN)=S (4-ethyl-3-thiosemicarbazide), ClC(C(=O)OCC)C(=O)C (ethyl 2-chloroacetoacetate). The solvent is Cl (hydrogen chloride). Conditions: time 1.5 hour. Yields the product Cl.C(C)NC1=NNC(=C1C(=O)OCC)C (3-(Ethylamino)-5-methyl-1H-pyrazole-4-carboxylic acid, ethyl ester, hydrochloride). The yield is 25.1%. As a reaction SMILES: [CH2:1]([NH:3][C:4](=S)[NH:5][NH2:6])[CH3:2].[Cl:8][CH:9]([C:15]([CH3:17])=O)[C:10]([O:12][CH2:13][CH3:14])=[O:11]>Cl>[ClH:8].[CH2:1]([NH:3][C:4]1[C:9]([C:10]([O:12][CH2:13][CH3:14])=[O:11])=[C:15]([CH3:17])[NH:6][N:5]=1)[CH3:2] |f:3.4|. Procedure details: A mixture of 47.68 g (0.4 mole) of 4-ethyl-3-thiosemicarbazide and 65.8 g (0.4 mole) of ethyl 2-chloroacetoacetate was stirred under nitrogen atmosphere for 1.5 hr at ambient temperature then treated with 200 mL of 2N ethanolic hydrogen chloride. The mixture was stirred for ~72 hr, filtered to remove the amorphous sulfur, and the solvent was removed in vacuo to give a deep amber oil which solidified. Recrystallization from acetone gave 27 g of crude product which was recrystallized from benzene/... The reactants are C(C)(=O)O[C@H]1[C@H](OCCBr)O[C@@H]([C@@H]([C@@H]1OC(C)=O)O[C@@H]1[C@H](OC(C)=O)[C@@H](OC(C)=O)[C@@H](OC(C)=O)[C@H](O1)COC(C)=O)COC(C)=O (2-Bromoethyl 2,3,6-tri-O-acetyl-4-O-(2,3,4,6-tetra-O-acetyl-α-D-galactopyranosyl)-β-D-galactopyranoside), SCCC(=O)OC (methyl 3-mercaptopropionate), C([O-])([O-])=O.[Cs+].[Cs+] (cesium carbonate), C(C)(=O)OCC.C(C)(C)CC(C)(C)C (ethyl acetate isooctane), SCCC(=O)OC (Methyl 3-mercaptopropionate). The reagents and catalysts are [Cl-].C[N+](CCCCCCCC)(CCCCCCCC)CCCCCCCC (methyltrioctylammonium chloride). Solvent: O (water), C1=CC=CC=C1 (benzene). Product: C(C)(=O)O[C@H]1[C@H](OCCSCCC(=O)OC)O[C@@H]([C@@H]([C@@H]1OC(C)=O)O[C@@H]1[C@H](OC(C)=O)[C@@H](OC(C)=O)[C@@H](OC(C)=O)[C@H](O1)COC(C)=O)COC(C)=O (2-(2-Methoxycarbonylethylthio)ethyl 2,3,6-tri-O-acetyl-4-O-(2,3,4,6-tetra-O-acetyl-α-D-galactopyranosyl)-β-D-galactopyranoside). As a reaction SMILES: [C:1]([O:4][C@@H:5]1[C@@H:14]([O:15][C:16](=[O:18])[CH3:17])[C@@H:13]([O:19][C@H:20]2[O:37][C@H:36]([CH2:38][O:39][C:40](=[O:42])[CH3:41])[C@H:31]([O:32][C:33](=[O:35])[CH3:34])[C@H:26]([O:27][C:28](=[O:30])[CH3:29])[C@H:21]2[O:22][C:23](=[O:25])[CH3:24])[C@@H:12]([CH2:43][O:44][C:45](=[O:47])[CH3:46])[O:11][C@H:6]1[O:7][CH2:8][CH2:9]Br)(=[O:3])[CH3:2].[SH:48][CH2:49][CH2:50][C:51]([O:53][CH3:54])=[O:52].C(=O)([O-])[O-].[Cs+].[Cs+].C(OCC)(=O)C.C(CC(C)(C)C)(C)C>[Cl-].C[N+](CCCCCCCC)(CCCCCCCC)CCCCCCCC.C1C=CC=CC=1.O>[C:1]([O:4][C@@H:5]1[C@@H:14]([O:15][C:16](=[O:18])[CH3:17])[C@@H:13]([O:19][C@H:20]2[O:37][C@H:36]([CH2:38][O:39][C:40](=[O:42])[CH3:41])[C@H:31]([O:32][C:33](=[O:35])[CH3:34])[C@H:26]([O:27][C:28](=[O:30])[CH3:29])[C@H:21]2[O:22][C:23](=[O:25])[CH3:24])[C@@H:12]([CH2:43][O:44][C:45](=[O:47])[CH3:46])[O:11][C@H:6]1[O:7][CH2:8][CH2:9][S:48][CH2:49][CH2:50][C:51]([O:53][CH3:54])=[O:52])(=[O:3])[CH3:2] |f:2.3.4,5.6,7.8|. Reported procedure: 2-Bromoethyl 2,3,6-tri-O-acetyl-4-O-(2,3,4,6-tetra-O-acetyl-α-D-galactopyranosyl)-β-D-galactopyranoside (15) (251 mg; 0.338 mmol), methyl 3-mercaptopropionate (38 μl; 0.35 mmol) methyltrioctylammonium chloride (ca 10 mg) and cesium carbonate (114 mg; 0.35 mmol) were dissolved in benzene (0.5 ml) and water (0.5 ml). The reaction mixture was stirred (magnet) over night and analyzed by TLC (SiO2, ethyl acetate:isooctane 4:1; reaction 2/3 completed). Methyl 3-mercaptopropionate (ca 20 μl) was added ... The reactants are Cl.O1CCOCC1 (Hydrogen chloride dioxane), N1(N=NN=C1)C=1C=C(C(=O)N=C(N)N)C=CC1 (2-[3-(1H-tetrazol-1-yl)benzoyl]guanidine), C(C)(C)OC(C)C (diisopropyl ether). The solvent is CO (methanol). Run at time 1 hour. Yields the product Cl.N1(N=NN=C1)C=1C=C(C(=O)N=C(N)N)C=CC1 (2-[3-(1H-tetrazol-1-yl)benzoyl]guanidine hydrochloride). RXN SMILES: [ClH:1].O1CCOCC1.[N:8]1([C:13]2[CH:14]=[C:15]([CH:22]=[CH:23][CH:24]=2)[C:16]([N:18]=[C:19]([NH2:21])[NH2:20])=[O:17])[CH:12]=[N:11][N:10]=[N:9]1.C(OC(C)C)(C)C>CO>[ClH:1].[N:8]1([C:13]2[CH:14]=[C:15]([CH:22]=[CH:23][CH:24]=2)[C:16]([N:18]=[C:19]([NH2:21])[NH2:20])=[O:17])[CH:12]=[N:11][N:10]=[N:9]1 |f:0.1,5.6|. Procedure details: 4N-Hydrogen chloride-dioxane (3.0 ml) was added to a mixture of 2-[3-(1H-tetrazol-1-yl)benzoyl]guanidine (1.4 g) in methanol (30 ml) and the mixture was stirred for 1 hour at ambient temperature. To the mixture was added diisopropyl ether (30 ml) and the precipitate was collected by filtration. The precipitate was recrystallized from methanol to give 2-[3-(1H-tetrazol-1-yl)benzoyl]guanidine hydrochloride (1.05 g). Starting materials: CCCN(CC1CCC1)C1CCc2c(ccc3[nH]ccc23)C1, O=C1CCC(=O)N1Cl, C1CCOC1. Yields the product CCCN(CC1CCC1)C1CCc2c(ccc3[nH]cc(Cl)c23)C1. RXN SMILES: [CH:1]1([CH2:5][N:6]([CH:7]2[CH2:8][c:9]3[c:10]([c:11]4[cH:12][cH:13][nH:14][c:15]4[cH:16][cH:17]3)[CH2:18][CH2:19]2)[CH2:20][CH2:21][CH3:22])[CH2:2][CH2:3][CH2:4]1.[Cl:23][N:24]1[C:25](=[O:26])[CH2:27][CH2:28][C:29]1=[O:30].[O:31]1[CH2:32][CH2:33][CH2:34][CH2:35]1>>[CH:1]1([CH2:5][N:6]([CH:7]2[CH2:8][c:9]3[c:10]([c:11]4[c:12]([Cl:23])[cH:13][nH:14][c:15]4[cH:16][cH:17]3)[CH2:18][CH2:19]2)[CH2:20][CH2:21][CH3:22])[CH2:2][CH2:3][CH2:4]1.